From a dataset of the Open Reaction Database (ORD), a public repository of structured organic reaction records. describe an organic reaction: reactants, conditions, products, and yield The yield is 51.7%. Starting materials: ClC=1C=C(C=C(C1)Cl)C1(CC(=NO1)CO)C(F)(F)F ([5-(3,5-dichloro-phenyl)-5-trifluoromethyl-4,5-dihydro-isoxazol-3-yl]-methanol). Solvent: C(Cl)(Cl)Cl (chloroform). Reaction conditions: temperature 60 celsius, time 4 hour. Yields the product ClC=1C=C(C=C(C1)Cl)C1(CC(=NO1)C=O)C(F)(F)F (5-(3,5-Dichloro-phenyl)-5-trifluoromethyl-4,5-dihydro-isoxazole-3-carbaldehyde). Reagents/catalysts: [O-2].[O-2].[Mn+4] (Manganese dioxide). Procedure details: Manganese dioxide (17.7 g, 203 mmol) was added to a solution of [5-(3,5-dichloro-phenyl)-5-trifluoromethyl-4,5-dihydro-isoxazol-3-yl]-methanol (7.98 g, 25.4 mmol) in chloroform (170 ml). After stirring for 4 h at 60° C. the reaction mixture was cooled to 20° C. and filtered. The filtrate was concentrated and the residue was purified by chromatography over silica (cyclohexane/ethylacetate; 3/1) to give 4.1 g of a yellow oil. 1H-NMR (CDCl3, 400 MHz): 9.93 (s, 1H) 7.42-7.48 (m, 3H), 3.88 (d, 2H), 3... RXN SMILES: [Cl:1][C:2]1[CH:3]=[C:4]([C:9]2([C:16]([F:19])([F:18])[F:17])[O:13][N:12]=[C:11]([CH2:14][OH:15])[CH2:10]2)[CH:5]=[C:6]([Cl:8])[CH:7]=1>C(Cl)(Cl)Cl.[O-2].[O-2].[Mn+4]>[Cl:1][C:2]1[CH:3]=[C:4]([C:9]2([C:16]([F:18])([F:17])[F:19])[O:13][N:12]=[C:11]([CH:14]=[O:15])[CH2:10]2)[CH:5]=[C:6]([Cl:8])[CH:7]=1 |f:2.3.4|. Starting materials: mixture, [OH-].[Na+] (sodium hydroxide), C(C)(=O)N[C@@H](CC(C)C)C(=O)O (N-acetyl-leucine), C(C)(=O)N[C@@H]([C@@H](C)CC)C(=O)O (N-acetyl-isoleucine). Run in O (water), O (water). Run at temperature 36 celsius, time 6 hour. Product: N[C@@H](CC(C)C)C(=O)O (L-leucine). As a reaction SMILES: C([NH:4][C@H:5]([C:10]([OH:12])=[O:11])[CH2:6][CH:7]([CH3:9])[CH3:8])(=O)C.C(N[C@H](C(O)=O)[C@H](CC)C)(=O)C.[OH-].[Na+]>O>[NH2:4][C@H:5]([C:10]([OH:12])=[O:11])[CH2:6][CH:7]([CH3:9])[CH3:8] |f:2.3|. Reported procedure: 86.6 grams of this mixture of equal parts of N-acetyl-leucine and N-acetyl-isoleucine were suspended in 400 ml of water and adjusted to pH 7.0 with 50% aqueous sodium hydroxide. There were added 50 mg of CoCl2X6H2O and 50 mg of commerical pig kidney acylase (1200 U/mg) and the mixture was filled up to 500 ml with water. The clear solution was stirred at 36° C. for 6 hours. By filtering with suction, washing and drying there were obtained 17.9 grams of pure L-leucine having a rotary value of [α]D...